Dataset: the Open Reaction Database (ORD), a public repository of structured organic reaction records. Task: describe an organic reaction: reactants, conditions, products, and yield The solvent is O1CCCC1 (tetrahydrofuran), O1CCCC1 (tetrahydrofuran), O1CCCC1 (THF). The reactants are C(C(C)(C)C)(=O)OCCl (chloromethyl pivalate), O (water), ClC1=C2C(NC=N1)=NC=C2 (4-chloropyrrolo[2,3-d]pyrimidine), C(C(C)(C)C)(=O)OCCl (chloromethyl pivalate), C(C(C)(C)C)(=O)OCCl (Chloromethyl pivalate), [H-].[Na+] (sodium hydride), [H-].[Na+] (sodium hydride). Reaction SMILES: [H-].[Na+].[Cl:3][C:4]1[N:9]=[CH:8][NH:7][C:6]2=[N:10][CH:11]=[CH:12][C:5]=12.[C:13]([O:19][CH2:20]Cl)(=[O:18])[C:14]([CH3:17])([CH3:16])[CH3:15].O>O1CCCC1>[C:13]([O:19][CH2:20][N:10]1[C:6]2[N:7]=[CH:8][N:9]=[C:4]([Cl:3])[C:5]=2[CH:12]=[CH:11]1)(=[O:18])[C:14]([CH3:17])([CH3:16])[CH3:15] |f:0.1|. Procedure details: To a oven dried 2 L 4-neck round bottom flask equipped with overhead stirring, septa, thermocouple, 500 mL addition funnel and nitrogen inlet was charged sodium hydride (NaH, 60 wt %, 29.7 g, 0.742 mol, 1.34 equiv) and anhydrous tetrahydrofuran (THF, 400 mL, 5.0 mol) and the resulting mixture was cooled to 0-3° C. To a oven dried 1 L round bottom flask was charged 4-chloro-7H-pyrrolo[2,3-d]pyrimidine (1, 85.0 g, 0.553 mol) and tetrahydrofuran (600 mL, 7.0 mol) resulting in a slurry. This resulti... Product: C(C(C)(C)C)(=O)OCN1C=CC2=C1N=CN=C2Cl ((4-Chloro-7H-pyrrolo[2,3-d]pyrimidin-7-yl)methyl pivalate), solids. Conditions: temperature 1.5 celsius, time 1 hour.